The task is: describe an organic reaction: reactants, conditions, products, and yield. This data is from the Open Reaction Database (ORD), a public repository of structured organic reaction records. Starting materials: Cl.NC(C)C(=O)N (DL-Alaninamide hydrochloride), O=C(CCC(=O)OCC)C (ethyl 4-oxopentanoate). The product is C[C@@H]1C(N[C@]2(N1C(CC2)=O)C)=O ((3 R,S)-3,7a-Dimethyl-2,5-dioxohexahydro-1H-pyrrolo[1,2-a]-imidazole). RXN SMILES: Cl.[NH2:2][CH:3]([C:5]([NH2:7])=[O:6])[CH3:4].O=[C:9]([CH3:17])[CH2:10][CH2:11][C:12](OCC)=[O:13]>>[CH3:4][C@H:3]1[N:2]2[C:12](=[O:13])[CH2:11][CH2:10][C@@:9]2([CH3:17])[NH:7][C:5]1=[O:6] |f:0.1|. Procedure: DL-Alaninamide hydrochloride (6.9 g), 0.055 mol) and ethyl 4-oxopentanoate (6.7 g, 0.043 mol) were reacted together according to the procedure of Example 2 to give the title compound, 1.65 g (22.8%), m.p. 184°-192° . NMR (DMSO-d6 : deltaH =8.80 (bs, 1H, NH); 3.90 (q, J=7.5 Hz, 1H, CHCH3) 3.00-2.00 (c.a., 4H, CH2CH2); 1.42 (s, 3H, C--CH3); 1.22 (d, J=7.5 Hz, 1H, CHCH3).